From a dataset of the Open Reaction Database (ORD), a public repository of structured organic reaction records. describe an organic reaction: reactants, conditions, products, and yield The reactants are C(C)OC1=CC=C(C(=O)C2CCN(CC2)CC(=O)O)C=C1 (2-(4-(4-ethoxybenzoyl)piperidin-1-yl)acetic acid), FC1=CC=C(C(=O)C2CCN(CC2)CC(=O)O)C=C1 (2-(4-(4-fluorobenzoyl)piperidin-1-yl)acetic acid), C1(CC1)CCO (2-cyclopropyl-ethanol), C1(CC1)CCOC1=CC=C(C(=O)C2CCN(CC2)CC(=O)O)C=C1 ({4-[4-(2-cyclopropyl-ethoxy)-benzoyl]-piperidin-1-yl}-acetic acid), C(=O)(C(F)(F)F)O (TFA), NCC=1NC(C2=C(N1)CCOC2)=O (2-aminomethyl-3,5,7,8-tetrahydro-pyrano[4,3-d]pyrimidin-4-one). The solvent is C(C)#N.O (acetonitrile water). Product: C1(CC1)CCOC1=CC=C(C(=O)C2CCN(CC2)CC(=O)O)C=C1 ({4-[4-(2-Cyclopropyl-ethoxy)-benzoyl]-piperidin-1-yl}-acetic acid), C1(CC1)CCOC1=CC=C(C(=O)C2CCN(CC2)CC(=O)NCC=2NC(C3=C(N2)CCOC3)=O)C=C1 (2-{4-[4-(2-Cyclopropyl-ethoxy)-benzoyl]-piperidin-1-yl}-N-(4-oxo-3,5,7,8-tetrahydro-4H-pyrano[4,3-d]pyrimidin-2-ylmethyl)-acetamide). Reaction SMILES: C(OC1C=CC(C(C2CCN(CC(O)=O)CC2)=O)=CC=1)C.FC1C=CC(C(C2CCN(CC(O)=O)CC2)=O)=CC=1.C1(CCO)CC1.[CH:47]1([CH2:50][CH2:51][O:52][C:53]2[CH:70]=[CH:69][C:56]([C:57]([CH:59]3[CH2:64][CH2:63][N:62]([CH2:65][C:66]([OH:68])=[O:67])[CH2:61][CH2:60]3)=[O:58])=[CH:55][CH:54]=2)[CH2:49][CH2:48]1.[NH2:71][CH2:72][C:73]1[NH:74][C:75](=[O:83])[C:76]2[CH2:82][O:81][CH2:80][CH2:79][C:77]=2[N:78]=1.C(O)(C(F)(F)F)=O>C(#N)C.O>[CH:47]1([CH2:50][CH2:51][O:52][C:53]2[CH:70]=[CH:69][C:56]([C:57]([CH:59]3[CH2:60][CH2:61][N:62]([CH2:65][C:66]([OH:68])=[O:67])[CH2:63][CH2:64]3)=[O:58])=[CH:55][CH:54]=2)[CH2:49][CH2:48]1.[CH:47]1([CH2:50][CH2:51][O:52][C:53]2[CH:70]=[CH:69][C:56]([C:57]([CH:59]3[CH2:60][CH2:61][N:62]([CH2:65][C:66]([NH:71][CH2:72][C:73]4[NH:74][C:75](=[O:83])[C:76]5[CH2:82][O:81][CH2:80][CH2:79][C:77]=5[N:78]=4)=[O:68])[CH2:63][CH2:64]3)=[O:58])=[CH:55][CH:54]=2)[CH2:48][CH2:49]1 |f:6.7|. Procedure: {4-[4-(2-Cyclopropyl-ethoxy)-benzoyl]-piperidin-1-yl}-acetic acid was prepared following the general procedures for the synthesis of 2-(4-(4-ethoxybenzoyl)piperidin-1-yl)acetic acid from 2-(4-(4-fluorobenzoyl)piperidin-1-yl)acetic acid and 2-cyclopropyl-ethanol. The title compound (74.3 mg, 0.143 mmol) was prepared following the general procedure of Example 1 from {4-[4-(2-cyclopropyl-ethoxy)-benzoyl]-piperidin-1-yl}-acetic acid and 2-aminomethyl-3,5,7,8-tetrahydro-pyrano[4,3-d]pyrimidin-4-one. ... The reactants are CCOC(=O)N1C(=O)c2ccccc2C1=O, CC#N, CCC(N)c1ccc(OC)c(OC2CCc3ccccc32)c1, [Na+], [Na+], O=C([O-])[O-], O. Product: CCC(c1ccc(OC)c(OC2CCc3ccccc32)c1)N1C(=O)c2ccccc2C1=O. Reaction SMILES: [C:29]([N:30]1[C:35](=[O:44])[c:36]2[c:37]([cH:40][cH:41][cH:42][cH:43]2)[C:38]1=[O:39])([O:31][CH2:32][CH3:33])=[O:34].[CH3:46][C:47]#[N:48].[CH:1]1([O:10][c:11]2[cH:12][c:13]([CH:19]([CH2:20][CH3:21])[NH2:22])[cH:14][cH:15][c:16]2[O:17][CH3:18])[CH2:2][CH2:3][c:4]2[cH:5][cH:6][cH:7][cH:8][c:9]21.[Na+:23].[Na+:24].[O-:25][C:26](=[O:27])[O-:28].[OH2:45]>>[CH:1]1([O:10][c:11]2[cH:12][c:13]([CH:19]([CH2:20][CH3:21])[N:22]3[C:35](=[O:44])[c:36]4[c:37]([cH:40][cH:41][cH:42][cH:43]4)[C:38]3=[O:39])[cH:14][cH:15][c:16]2[O:17][CH3:18])[CH2:2][CH2:3][c:4]2[cH:5][cH:6][cH:7][cH:8][c:9]21. Solvent: CCOCC (ether), CO (methanol). Reported procedure: To a solution of benzoate of Step D (4.0 g, 5.93 mmol) in 200 mL of methanol was added 6.0 mL of 2 M sodium hydroxide. The reaction mixture was maintained at ambient temperature for 1 hr, and diluted with 1200 mL ether. The organic layer was washed with 1 M sodium hydroxide (400 mL). The organic layer was then washed with water, dried over MgSO4, filtered, and concentrated to afford a white solid. The crude material was purified by flash chromatography (0-5% then 5-7% them 7% methanol in ethyl a... RXN SMILES: C([O:9][CH2:10][C@H:11]([C:35]1[CH:40]=[C:39]([C:41]([F:44])([F:43])[F:42])[CH:38]=[C:37]([C:45]([F:48])([F:47])[F:46])[CH:36]=1)[O:12][C@H:13]1[CH2:21][CH2:20][C@H:19]2[C@@H:15]([CH2:16][N:17]([C:22]3[O:23][CH2:24][C:25](=[O:27])[N:26]=3)[CH2:18]2)[C@@H:14]1[C:28]1[CH:33]=[CH:32][CH:31]=[CH:30][C:29]=1[CH3:34])(=O)C1C=CC=CC=1.[OH-].[Na+]>CO.CCOCC>[F:47][C:45]([F:46])([F:48])[C:37]1[CH:36]=[C:35]([C@H:11]([O:12][C@H:13]2[CH2:21][CH2:20][C@H:19]3[C@@H:15]([CH2:16][N:17]([C:22]4[O:23][CH2:24][C:25](=[O:27])[N:26]=4)[CH2:18]3)[C@@H:14]2[C:28]2[CH:33]=[CH:32][CH:31]=[CH:30][C:29]=2[CH3:34])[CH2:10][OH:9])[CH:40]=[C:39]([C:41]([F:42])([F:44])[F:43])[CH:38]=1 |f:1.2|. Reactants: C(C1=CC=CC=C1)(=O)OC[C@@H](O[C@@H]1[C@H]([C@@H]2CN(C[C@H]2CC1)C=1OCC(N1)=O)C1=C(C=CC=C1)C)C1=CC(=CC(=C1)C(F)(F)F)C(F)(F)F ((2S)-2-[3,5-bis(trifluoromethyl)phenyl]-2-{[(3aR,4R,5S,7aS)-4-(2-methylphenyl)-2-(4-oxo-4,5-dihydro-1,3-oxazol-2-yl)octahydro-1H-isoindol-5-yl]oxy}ethyl benzoate), [OH-].[Na+] (sodium hydroxide). Product: FC(C=1C=C(C=C(C1)C(F)(F)F)[C@@H](CO)O[C@@H]1[C@H]([C@@H]2CN(C[C@H]2CC1)C=1OCC(N1)=O)C1=C(C=CC=C1)C)(F)F (2-[(3aR,4R,5S,7aS)-5-{(1S)-1-[3,5-bis(trifluoromethyl)phenyl]-2-hydroxyethoxy}-4-(2-methylphenyl)octahydro-2H-isoindol-2-yl]-1,3-oxazol-4(5H)-one). Starting materials: C1(=CC=CC=C1)CCCC(=O)Cl (4-phenylbutanoyl chloride), N1[C@@H](C(=O)O)CCC1 (D-proline), CCCCCC (hexane). Run in C1=CC=CC=C1 (benzene), O (water), [OH-].[Na+] (sodium hydroxide), [OH-].[Na+] (sodium hydroxide). Yields the product C1(=CC=CC=C1)CCCC(=O)N1[C@@H](C(=O)O)CCC1 (N-(4-phenylbutanoyl)-D-proline). Yield: 67.4%. Reaction SMILES: [NH:1]1[CH2:8][CH2:7][CH2:6][C@@H:2]1[C:3]([OH:5])=[O:4].[C:9]1([CH2:15][CH2:16][CH2:17][C:18](Cl)=[O:19])[CH:14]=[CH:13][CH:12]=[CH:11][CH:10]=1.CCCCCC>[OH-].[Na+].O.C1C=CC=CC=1>[C:9]1([CH2:15][CH2:16][CH2:17][C:18]([N:1]2[CH2:8][CH2:7][CH2:6][C@@H:2]2[C:3]([OH:5])=[O:4])=[O:19])[CH:14]=[CH:13][CH:12]=[CH:11][CH:10]=1 |f:3.4|. Procedure details: 3.45 g of D-proline was dissolved in 60 ml of 1N of sodium hydroxide and 30 ml of water. To the solution thus obtained, a solution prepared by dissolving 5.56 g of 4-phenylbutanoyl chloride in 30 ml of benzene was added dropwise with stirring. Subsequently, 30 ml of 1N sodium hydroxide was further added and the mixture was stirred at room temperature overnight. The benzene layer was removed and the water layer was washed twice with 50 ml of ether. To this water layer was added 7% hydrochloric ac...